From a dataset of the Open Reaction Database (ORD), a public repository of structured organic reaction records. describe an organic reaction: reactants, conditions, products, and yield Procedure details: The intermediate of step F (0.6 g, 1.4 mmol) was dissolved in MeOH (3 mL) and a solution of 4 N HCl in dioxane (3 mL). After being stirred at room temperature for 4 hours, the solution was concentrated to give 0.56 g of the title compound. MS calculated (M+H)+ 330. found 330.2. RXN SMILES: [CH3:1][C@H:2]1[CH2:6][C@@H:5]([NH:7][C:8](=[O:23])[CH2:9][NH:10][C:11](=[O:22])[C:12]2[CH:17]=[CH:16][CH:15]=[C:14]([C:18]([F:21])([F:20])[F:19])[CH:13]=2)[CH2:4][N:3]1C(OC(C)(C)C)=O.Cl>CO.O1CCOCC1>[CH3:1][C@@H:2]1[NH:3][CH2:4][C@H:5]([NH:7][C:8](=[O:23])[CH2:9][NH:10][C:11](=[O:22])[C:12]2[CH:17]=[CH:16][CH:15]=[C:14]([C:18]([F:21])([F:19])[F:20])[CH:13]=2)[CH2:6]1. Yield: 121.5%. Starting materials: C[C@@H]1N(C[C@@H](C1)NC(CNC(C1=CC(=CC=C1)C(F)(F)F)=O)=O)C(=O)OC(C)(C)C (tert-Butyl (2S,4R)-2-Methyl-4-[({[3-(trifluoromethyl)benzoyl]amino}acetyl)amino]pyrrolidine-1-carboxylate), Cl (HCl). The solvent is CO (MeOH), O1CCOCC1 (dioxane). Reaction conditions: time 4 hour. Yields the product C[C@H]1C[C@H](CN1)NC(CNC(C1=CC(=CC=C1)C(F)(F)F)=O)=O (N-(2-{[(3R,5S)-5-Methylpyrrolidin-3-yl]amino}-2-oxoethyl)-3-(trifluoromethyl)benzamide).